From a dataset of the Open Reaction Database (ORD), a public repository of structured organic reaction records. describe an organic reaction: reactants, conditions, products, and yield Product: NC1=NC(=C(C(=N1)N)\C=C\C(C)(C)C1=CC=C(C=C1)C(F)(F)F)C (trans-2,4-diamino-6-methyl-5-[3-(4-trifluoromethylphenyl)-3-methyl-1-butenyl]pyrimidine). Reaction SMILES: [CH3:1][C:2]([C:9]1[CH:14]=[CH:13][C:12]([C:15]([F:18])([F:17])[F:16])=[CH:11][CH:10]=1)([CH3:8])/[CH:3]=[CH:4]/B(O)O.[Na].B(O)O.[NH2:23][C:24]1[N:29]=[C:28]([NH2:30])[C:27](I)=[C:26]([CH3:32])[N:25]=1>C(O)C>[NH2:23][C:24]1[N:29]=[C:28]([NH2:30])[C:27](/[CH:4]=[CH:3]/[C:2]([C:9]2[CH:14]=[CH:13][C:12]([C:15]([F:18])([F:17])[F:16])=[CH:11][CH:10]=2)([CH3:8])[CH3:1])=[C:26]([CH3:32])[N:25]=1 |^1:18|. Reported procedure: Example 17, wherein U is alkenylene [e.g., --CH=CHC(CH3)2 --], teaches a desirable method for preparing Compound 68, in which a substituted phenylmethyl halide, for example, 4-trifluoromethylphenylmethyl bromide, is treated with potassium cyanide in water, yielding the corresponding substutited phenylacetonitrile. The so-prepared acetonitrile may then be treated with potassium tert.-butoxide in tetrahydrofuran, then reacted with a lower alkyl halide, for example iodomethane, yielding the corresp... Run in C(C)O (ethanol). The reactants are CC(/C=C/B(O)O)(C)C1=CC=C(C=C1)C(F)(F)F (trans-3-methyl-3-(4-trifluoromethylphenyl)-1-butenylboronic acid), [Na] (sodium), B(O)O (boronic acid), NC1=NC(=C(C(=N1)N)I)C (2,4-diamino-5-iodo-6-methylpyrimidine), tetrakistriphenylphosphine palladium(0). RXN SMILES: C1(N[C:7]2[C:12]([CH3:13])=[C:11]([CH3:14])[N:10]=[C:9]([NH:15][CH2:16][C:17]3[CH:22]=[CH:21][CH:20]=[CH:19][N:18]=3)[N:8]=2)CCCC1.[F:23][C:24]1[CH:29]=[CH:28][CH:27]=[C:26]([F:30])[C:25]=1[NH2:31]>>[F:23][C:24]1[CH:29]=[CH:28][CH:27]=[C:26]([F:30])[C:25]=1[NH:31][C:7]1[C:12]([CH3:13])=[C:11]([CH3:14])[N:10]=[C:9]([NH:15][CH2:16][C:17]2[CH:22]=[CH:21][CH:20]=[CH:19][N:18]=2)[N:8]=1. Yields the product FC1=C(C(=CC=C1)F)NC1=NC(=NC(=C1C)C)NCC1=NC=CC=C1 (N4-(2,6-difluorophenyl)-5,6-dimethyl-N2-(pyridin-2-ylmethyl)pyrimidine-2,4-diamine). Starting materials: C1(CCCC1)NC1=NC(=NC(=C1C)C)NCC1=NC=CC=C1 (N4-cyclopentyl-5,6-dimethyl-N2-(pyridin-2-ylmethyl)pyrimidine-2,4-diamine), FC1=C(C(=CC=C1)F)N ((2,6-difluorophenyl)amine). Procedure details: The titled compound was synthesized according to the procedure described for preparation of N4-cyclopentyl-5,6-dimethyl-N2-(pyridin-2-ylmethyl)pyrimidine-2,4-diamine (Example 29) using (2,6-difluorophenyl)amine instead of cyclopentanamine. The crude material was purified by column chromatography eluting with mixture of chloroform/ethanol/20% water solution of ammonia (200:10:1), and then the final product was washed with diethyl ether to afford the titled compound as a white solid. 1H NMR (300 M...